Dataset: the Open Reaction Database (ORD), a public repository of structured organic reaction records. Task: describe an organic reaction: reactants, conditions, products, and yield The reactants are ClC1=CC=C(C=N1)O[C@H]1C2CN3CC(CC1C3)C2 ((4s)-4-(6-Chloropyridin-3-yloxy)-1-azatricyclo[3.3.1.13,7]decane), CC1(OB(OC1(C)C)C=1C=C2CC(NC2=CC1)=O)C (5-(4,4,5,5-tetramethyl-1,3,2-dioxaborolan-2-yl)indolin-2-one). The product is Cl.Cl.N12CC3[C@@H](C(CC(C1)C3)C2)OC=2C=CC(=NC2)C=2C=C3CC(NC3=CC2)=O (5-{5-[(4s)-1-azatricyclo[3.3.1.13,7]dec-4-yloxy]pyridin-2-yl}-1,3-dihydro-2H-indol-2-one dihydrochloride). Reaction SMILES: [Cl:1][C:2]1[N:7]=[CH:6][C:5]([O:8][C@@H:9]2[CH:16]3[CH2:17][N:12]4[CH2:13][CH:14]([CH2:18][CH:10]2[CH2:11]4)[CH2:15]3)=[CH:4][CH:3]=1.CC1(C)C(C)(C)OB([C:27]2[CH:28]=[C:29]3[C:33](=[CH:34][CH:35]=2)[NH:32][C:31](=[O:36])[CH2:30]3)O1>>[ClH:1].[ClH:1].[N:12]12[CH2:17][CH:16]3[CH2:15][CH:14]([CH2:18][CH:10]([C@@H:9]3[O:8][C:5]3[CH:4]=[CH:3][C:2]([C:27]4[CH:28]=[C:29]5[C:33](=[CH:34][CH:35]=4)[NH:32][C:31](=[O:36])[CH2:30]5)=[N:7][CH:6]=3)[CH2:11]1)[CH2:13]2 |f:2.3.4|. Procedure: Prepared from the product of Example 15B (185 mg, 0.699 mmol) and 5-(4,4,5,5-tetramethyl-1,3,2-dioxaborolan-2-yl)indolin-2-one using the microwave Suzuki coupling Method G and the salt formation Method H to provide the titled compound: 1H NMR (300 MHz, methanol-D4) δ ppm 1.93-2.00 (m, 2H), 2.23 (s, 1H), 2.39 (s, 1H), 2.43 (s, 1H), 2.56 (s, 2H), 3.58-3.78 (m, 8H), 5.09-5.16 (m, 1H), 7.10 (d, J=8.5 Hz, 1H), 7.73-7.82 (m, 2H), 8.10-8.23 (m, 2H), 8.57 (d, J=2.7 Hz, 1H). MS (DCI/NH3) m/e=362 (M+H)+. ... Starting materials: CCN(CC)C(=O)NC1CC2c3cc([N+](=O)[O-])cc4c3C(CN4)CC2N(C)C1, CS[S+](C)C, F[B-](F)(F)F, N, C1CCOC1. Product: CCN(CC)C(=O)NC1CC2c3cc([N+](=O)[O-])cc4c3C(CC2N(C)C1)CN4SC. Reaction SMILES: [CH3:1][N:2]1[CH2:3][CH:4]([NH:21][C:22]([N:23]([CH2:24][CH3:25])[CH2:26][CH3:27])=[O:28])[CH2:5][CH:6]2[c:7]3[cH:8][c:9]([N+:18](=[O:19])[O-:20])[cH:10][c:11]4[c:17]3[CH:14]([CH2:13][NH:12]4)[CH2:15][CH:16]12.[CH3:34][S+:35]([CH3:36])[S:37][CH3:38].[F:29][B-:30]([F:31])([F:32])[F:33].[NH3:39].[O:40]1[CH2:41][CH2:42][CH2:43][CH2:44]1>>[CH3:1][N:2]1[CH2:3][CH:4]([NH:21][C:22]([N:23]([CH2:24][CH3:25])[CH2:26][CH3:27])=[O:28])[CH2:5][CH:6]2[c:7]3[cH:8][c:9]([N+:18](=[O:19])[O-:20])[cH:10][c:11]4[c:17]3[CH:14]([CH2:13][N:12]4[S:35][CH3:34])[CH2:15][CH:16]12. Starting materials: N (ammonia), C(=S)=S (carbon disulfide), ClC1=CC=C(CN)C=C1 (4-chlorobenzylamine). The solvent is C(C)#N (acetonitrile). Run at time 8 hour. The product is ClC1=CC=C(CNC([S-])=S)C=C1.[NH4+] (ammonium (N-4-chlorobenzyl)dithiocarbamate). Reaction SMILES: [NH3:1].[C:2](=[S:4])=[S:3].[Cl:5][C:6]1[CH:13]=[CH:12][C:9]([CH2:10][NH2:11])=[CH:8][CH:7]=1>C(#N)C>[Cl:5][C:6]1[CH:13]=[CH:12][C:9]([CH2:10][NH:11][C:2](=[S:4])[S-:3])=[CH:8][CH:7]=1.[NH4+:1] |f:4.5|. Procedure details: 260 ml. of concentrated ammonia solution were treated under an atmosphere of argon, and while cooling by means of ice/methanol bath at ≤-10° C. within about 20 minutes, with 164.5 g. of carbon disulfide and the mixture was subsequently stirred for an additional 15 minutes at the same temperature. 245 G. of 4-chlorobenzylamine dissolved in 122 ml. of acetonitrile were then slowly added, the temperature still maintained at ≤-10° C. Subsequently, the mixture was stirred overnight at room temperatur... Reported procedure: (S)-methyl 6-(2-(methoxycarbonyl)azetidin-1-yl)-5-nitronicotinate (0.90 g, 3.05 mmol) was dissolved in dichloromethane (Volume: 15.24 ml) and to this solution was added triphenyl phosphite (9.46 mg, 0.030 mmol), ammonium metavanadate (0.021 g, 0.183 mmol) and Pt/C (5% wt.) (0.119 g, 0.030 mmol). The reaction mixture was hydrogenated at 100 psi at 25° C. for 2 h. LCMS showed complete conversion of the starting material to the corresponding amine, but no cyclization product was observed. The react... Starting materials: P(OC1=CC=CC=C1)(OC1=CC=CC=C1)OC1=CC=CC=C1 (triphenyl phosphite), COC(=O)[C@H]1N(CC1)C1=NC=C(C(=O)OC)C=C1[N+](=O)[O-] ((S)-methyl 6-(2-(methoxycarbonyl)azetidin-1-yl)-5-nitronicotinate), amine. Run in ClCCl (dichloromethane). The yield is 82.1%. Run at temperature 80 celsius, time 2 hour. Reagents/catalysts: [NH4+].[O-][V](=O)=O (ammonium metavanadate), [Pt] (Pt/C). Yields the product O=C1[C@H]2N(C3=C(N1)C=C(C=N3)C(=O)OC)CC2 ((S)-methyl 6-oxo-6,6a,7,8-tetrahydro-5H-azeto[1,2-a]pyrido[3,2-e]pyrazine-3-carboxylate). RXN SMILES: C[O:2][C:3]([C@@H:5]1[CH2:8][CH2:7][N:6]1[C:9]1[C:18]([N+:19]([O-])=O)=[CH:17][C:12]([C:13]([O:15][CH3:16])=[O:14])=[CH:11][N:10]=1)=O.P(OC1C=CC=CC=1)(OC1C=CC=CC=1)OC1C=CC=CC=1>ClCCl.[NH4+].[O-][V](=O)=O.[Pt]>[O:2]=[C:3]1[NH:19][C:18]2[CH:17]=[C:12]([C:13]([O:15][CH3:16])=[O:14])[CH:11]=[N:10][C:9]=2[N:6]2[CH2:7][CH2:8][C@@H:5]12 |f:3.4|. Starting materials: C(C)OC(C(CC(C)C)C=1C=C(C=C(C1)N1C(CCCC1)C)C1=CC=C(C=C1)C(F)(F)F)=O (4-methyl-2-[5-(2-methyl-piperidin-1-yl)-4′-trifluoromethyl-biphenyl-3-yl]-pentanoic acid ethyl ester), [OH-].[Na+] (NaOH). Solvent: CO (MeOH). Reaction conditions: temperature 60 celsius. Yields the product CC(CC(C(=O)O)C=1C=C(C=C(C1)N1C(CCCC1)C)C1=CC=C(C=C1)C(F)(F)F)C (4-methyl-2-[5-(2-methyl-piperidin-1-yl)-4′-trifluoromethyl-biphenyl-3-yl]-pentanoic acid). Reaction SMILES: C([O:3][C:4](=[O:33])[CH:5]([C:10]1[CH:11]=[C:12]([C:23]2[CH:28]=[CH:27][C:26]([C:29]([F:32])([F:31])[F:30])=[CH:25][CH:24]=2)[CH:13]=[C:14]([N:16]2[CH2:21][CH2:20][CH2:19][CH2:18][CH:17]2[CH3:22])[CH:15]=1)[CH2:6][CH:7]([CH3:9])[CH3:8])C.[OH-].[Na+]>CO>[CH3:8][CH:7]([CH3:9])[CH2:6][CH:5]([C:10]1[CH:11]=[C:12]([C:23]2[CH:28]=[CH:27][C:26]([C:29]([F:31])([F:32])[F:30])=[CH:25][CH:24]=2)[CH:13]=[C:14]([N:16]2[CH2:21][CH2:20][CH2:19][CH2:18][CH:17]2[CH3:22])[CH:15]=1)[C:4]([OH:33])=[O:3] |f:1.2|. Procedure: To a solution of 4-methyl-2-[5-(2-methyl-piperidin-1-yl)-4′-trifluoromethyl-biphenyl-3-yl]-pentanoic acid ethyl ester (18 mg, 0.04 mmol) in MeOH (1 mL) was added 3N NaOH (0.200 mL) and heated to 60° C. for 2 h. The reaction was concentrated in vacuo to remove MeOH. The thick liquid was acidified to pH 2 by 2N HCl. The resulting acidic solution was extracted with EtOAc. The organic fraction was dried (MgSO4) and concentrated in vacuo. The crude mixture was purified by Gilson reverse phase column ...